From a dataset of the Open Reaction Database (ORD), a public repository of structured organic reaction records. describe an organic reaction: reactants, conditions, products, and yield Starting materials: COCCN[S](NCCOC)(F)(F)F (Bis[(2-methoxyethyl)amino]sulfur trifluoride), FC=1C=C(C=CC1N1C=NC(=C1)C)N1C(O[C@H](C1)CN1N=NC(=C1)CO)=O ((5R)-3-[3-fluoro-4-(4-methyl-1H-imidazol-1-yl)phenyl]-5-[4-(hydroxymethyl)-1H-1,2,3-triazol-1-ylmethyl]-1,3-oxazolidin-2-one). Run in ClCCl (dichloromethane). Conditions: time 20 hour. Product: FC=1C=C(C=CC1N1C=NC(=C1)C)N1C(O[C@H](C1)CN1N=NC(=C1)CF)=O ((5R)-3-[3-Fluoro-4-(4-methyl-1H-imidazol-1-yl)phenyl]-5-[4-(fluoromethyl)-1H-1,2,3-triazol-1-ylmethyl]oxazolidin-2-one). Yield: 16.0%. RXN SMILES: COCCN[S](F)(F)([F:12])NCCOC.[F:15][C:16]1[CH:17]=[C:18]([N:28]2[CH2:32][C@H:31]([CH2:33][N:34]3[CH:38]=[C:37]([CH2:39]O)[N:36]=[N:35]3)[O:30][C:29]2=[O:41])[CH:19]=[CH:20][C:21]=1[N:22]1[CH:26]=[C:25]([CH3:27])[N:24]=[CH:23]1>ClCCl>[F:15][C:16]1[CH:17]=[C:18]([N:28]2[CH2:32][C@H:31]([CH2:33][N:34]3[CH:38]=[C:37]([CH2:39][F:12])[N:36]=[N:35]3)[O:30][C:29]2=[O:41])[CH:19]=[CH:20][C:21]=1[N:22]1[CH:26]=[C:25]([CH3:27])[N:24]=[CH:23]1 |^1:5|. Procedure details: Bis[(2-methoxyethyl)amino]sulfur trifluoride (150 μl, 0.81 mmol) was added to a solution of (5R)-3-[3-fluoro-4-(4-methyl-1H-imidazol-1-yl)phenyl]-5-[4-(hydroxymethyl)-1H-1,2,3-triazol-1-ylmethyl]-1,3-oxazolidin-2-one (Example 48) (222 mg, 0.60 mmol) in dichloromethane (2 ml) at −78° C. The reaction mixture was allowed to gradually warm to room temperature. After 20 hours, the reaction mixture was heated to 40° C. for 3 hours before cooling to room temperature and quenching with methanol. Chromat... Reported procedure: A total of 7.0 g of (5-bromo-2,4-difluorophenyl)naphthalene-2-yl-methanone obtained in Production Example II-17-a was allowed to react with hydrazine monohydrate by the procedure of Production Example II-10-c and thereby yielded 1.5 g of the title compound as a colorless powder. The product is BrC=1C=C2C(=NNC2=CC1F)C1=CC2=CC=CC=C2C=C1 (5-Bromo-6-fluoro-3-naphthalen-2-yl-1H-indazole). As a reaction SMILES: [Br:1][C:2]1[C:3]([F:21])=[CH:4][C:5](F)=[C:6]([C:8]([C:10]2[CH:19]=[CH:18][C:17]3[C:12](=[CH:13][CH:14]=[CH:15][CH:16]=3)[CH:11]=2)=O)[CH:7]=1.O.[NH2:23][NH2:24]>>[Br:1][C:2]1[CH:7]=[C:6]2[C:5](=[CH:4][C:3]=1[F:21])[NH:24][N:23]=[C:8]2[C:10]1[CH:19]=[CH:18][C:17]2[C:12](=[CH:13][CH:14]=[CH:15][CH:16]=2)[CH:11]=1 |f:1.2|. Starting materials: BrC=1C(=CC(=C(C1)C(=O)C1=CC2=CC=CC=C2C=C1)F)F ((5-bromo-2,4-difluorophenyl)naphthalene-2-yl-methanone), O.NN (hydrazine monohydrate). Starting materials: ClC=1C=C(C=CC1)N1N(C=C(C1=O)C1=CC=CC=C1)CC (1-(3-Chlorophenyl)-2-ethyl-4-phenyl-3-pyrazolin-5-one), Cl.FC(C=1C=C(C=CC1)NN)(F)F (3-(trifluoromethyl)-phenyl-hydrazine hydrochloride), C1=CC=CC=C1 (benzene). Run in C(C)N(CC)CC (triethylamine). Product: C1(=CC=CC=C1)C1=CNN(C1=O)C=1C=C(C=CC1)C(F)(F)F (4-phenyl-1-(α,α, α-trifluoro-3-tolyl)-3-pyrazolin-5-one). Reaction SMILES: Cl[C:2]1[CH:3]=[C:4]([N:8]2[C:12](=[O:13])[C:11]([C:14]3[CH:19]=[CH:18][CH:17]=[CH:16][CH:15]=3)=[CH:10][N:9]2CC)[CH:5]=[CH:6][CH:7]=1.Cl.[F:23][C:24]([F:34])([F:33])C1C=C(NN)C=CC=1.C1C=CC=CC=1>C(N(CC)CC)C>[C:14]1([C:11]2[C:12](=[O:13])[N:8]([C:4]3[CH:3]=[C:2]([C:24]([F:34])([F:33])[F:23])[CH:7]=[CH:6][CH:5]=3)[NH:9][CH:10]=2)[CH:15]=[CH:16][CH:17]=[CH:18][CH:19]=1 |f:1.2|. Procedure: A mixture of 8.2 grams of the atropic acid, methyl ester, (prepared in Example 11), 8.5 grams 3-(trifluoromethyl)-phenyl-hydrazine hydrochloride, 100 ml. benzene and 4 grams triethylamine, was refluxed overnight and worked up to yield 6.5 grams of 4-phenyl-1-(α,α, α-trifluoro-3-tolyl)-3-pyrazolin-5-one having a melting point of about 210°-213° C. Starting materials: CCOC(C)=O, Cl, CC(NC(=O)C(O)C(CCCCNC(=O)N1CCOCC1)NC(=O)OC(C)(C)C)c1ccccc1. Product: Cl, CC(NC(=O)C(O)C(N)CCCCNC(=O)N1CCOCC1)c1ccccc1. As a reaction SMILES: [CH3:37][CH2:38][O:39][C:40](=[O:41])[CH3:42].[ClH:36].[OH:1][CH:2]([C:3]([NH:4][CH:5]([CH3:6])[c:7]1[cH:8][cH:9][cH:10][cH:11][cH:12]1)=[O:13])[CH:14]([CH2:15][CH2:16][CH2:17][CH2:18][NH:19][C:20](=[O:21])[N:22]1[CH2:23][CH2:24][O:25][CH2:26][CH2:27]1)[NH:28][C:29](=[O:30])[O:31][C:32]([CH3:33])([CH3:34])[CH3:35]>>[ClH:36].[OH:1][CH:2]([C:3]([NH:4][CH:5]([CH3:6])[c:7]1[cH:8][cH:9][cH:10][cH:11][cH:12]1)=[O:13])[CH:14]([CH2:15][CH2:16][CH2:17][CH2:18][NH:19][C:20](=[O:21])[N:22]1[CH2:23][CH2:24][O:25][CH2:26][CH2:27]1)[NH2:28]. The reactants are O=C([O-])[O-], CCn1c(=O)c2[nH]cnc2n(CC)c1=O, O=C(c1ccc(Cl)cc1)c1ccc(CBr)cc1, [K+], [K+], CN(C)C=O, O. Yields the product CCn1c(=O)c2c(ncn2Cc2ccc(C(=O)c3ccc(Cl)cc3)cc2)n(CC)c1=O. Reaction SMILES: [C:16](=[O:17])([O-:18])[O-:19].[CH2:1]([CH3:2])[n:3]1[c:4](=[O:5])[n:6]([CH2:14][CH3:15])[c:7]2[n:8][cH:9][nH:10][c:11]2[c:12]1=[O:13].[Cl:22][c:23]1[cH:24][cH:25][c:26]([C:27](=[O:28])[c:29]2[cH:30][cH:31][c:32]([CH2:33][Br:34])[cH:35][cH:36]2)[cH:37][cH:38]1.[K+:20].[K+:21].[O:39]=[CH:40][N:41]([CH3:42])[CH3:43].[OH2:44]>>[CH2:1]([CH3:2])[n:3]1[c:4](=[O:5])[n:6]([CH2:14][CH3:15])[c:7]2[n:8][cH:9][n:10]([CH2:33][c:32]3[cH:31][cH:30][c:29]([C:27]([c:26]4[cH:25][cH:24][c:23]([Cl:22])[cH:38][cH:37]4)=[O:28])[cH:36][cH:35]3)[c:11]2[c:12]1=[O:13]. The reactants are CCOC(=O)c1c(-c2ccccc2C)c2cc3c(cc2n(C)c1=O)CCC3, CCO, [K+], [OH-], O. The product is Cc1ccccc1-c1c(C(=O)O)c(=O)n(C)c2cc3c(cc12)CCC3. Reaction SMILES: [CH3:1][n:2]1[c:3](=[O:27])[c:4]([C:22](=[O:23])[O:24][CH2:25][CH3:26])[c:5](-[c:15]2[c:16]([CH3:21])[cH:17][cH:18][cH:19][cH:20]2)[c:6]2[cH:7][c:8]3[c:9]([cH:10][c:11]12)[CH2:12][CH2:13][CH2:14]3.[CH3:30][CH2:31][OH:32].[K+:29].[OH-:28].[OH2:33]>>[CH3:1][n:2]1[c:3](=[O:27])[c:4]([C:22](=[O:23])[OH:24])[c:5](-[c:15]2[c:16]([CH3:21])[cH:17][cH:18][cH:19][cH:20]2)[c:6]2[cH:7][c:8]3[c:9]([cH:10][c:11]12)[CH2:12][CH2:13][CH2:14]3.